Dataset: the Open Reaction Database (ORD), a public repository of structured organic reaction records. Task: describe an organic reaction: reactants, conditions, products, and yield The reactants are BrC1=C(C=C(C(=O)O)C=C1)OCC(F)(F)F (4-bromo-3-(2,2,2-trifluoroethoxy)benzoic acid), Cl.N1CC(C1)O (azetidin-3-ol hydrochloride). Product: BrC1=C(C=C(C=C1)C(=O)N1CC(C1)O)OCC(F)(F)F ([4-bromo-3-(2,2,2-trifluoroethoxy)phenyl](3-hydroxyazetidin-1-yl)methanone). RXN SMILES: [Br:1][C:2]1[CH:10]=[CH:9][C:5]([C:6]([OH:8])=O)=[CH:4][C:3]=1[O:11][CH2:12][C:13]([F:16])([F:15])[F:14].Cl.[NH:18]1[CH2:21][CH:20]([OH:22])[CH2:19]1>>[Br:1][C:2]1[CH:10]=[CH:9][C:5]([C:6]([N:18]2[CH2:21][CH:20]([OH:22])[CH2:19]2)=[O:8])=[CH:4][C:3]=1[O:11][CH2:12][C:13]([F:16])([F:15])[F:14] |f:1.2|. Procedure: Starting with 4-bromo-3-(2,2,2-trifluoroethoxy)benzoic acid and azetidin-3-ol hydrochloride, Int06.05 was prepared analogously to the procedure for the preparation of Int02.03.